Dataset: the Open Reaction Database (ORD), a public repository of structured organic reaction records. Task: describe an organic reaction: reactants, conditions, products, and yield Reaction SMILES: [CH2:37]([P:38]([CH2:39][CH2:40][CH2:41][CH3:42])[CH2:43][CH2:44][CH2:45][CH3:46])[CH2:47][CH2:48][CH3:49].[CH3:73][CH2:74][O:75][C:76](=[O:77])[CH3:78].[N:55]([C:56]([N:57]1[CH2:58][CH2:59][CH2:60][CH2:61][CH2:62]1)=[O:63])=[N:64][C:65]([N:66]1[CH2:67][CH2:68][CH2:69][CH2:70][CH2:71]1)=[O:72].[O:79]1[CH2:80][CH2:81][CH2:82][CH2:83]1.[nH:50]1[n:51][cH:52][n:53][cH:54]1.[o:1]1[c:2](-[c:6]2[o:7][c:8]([CH3:36])[c:9]([CH2:11][O:12][c:13]3[c:14]([O:34][CH3:35])[cH:15][c:16]([CH2:17][O:18][c:19]4[n:20][n:21](-[c:26]5[cH:27][cH:28][cH:29][cH:30][cH:31]5)[c:22]([CH2:24][OH:25])[cH:23]4)[cH:32][cH:33]3)[n:10]2)[cH:3][cH:4][cH:5]1>>[o:1]1[c:2](-[c:6]2[o:7][c:8]([CH3:36])[c:9]([CH2:11][O:12][c:13]3[c:14]([O:34][CH3:35])[cH:15][c:16]([CH2:17][O:18][c:19]4[n:20][n:21](-[c:26]5[cH:27][cH:28][cH:29][cH:30][cH:31]5)[c:22]([CH2:24][n:50]5[n:51][cH:52][n:53][cH:54]5)[cH:23]4)[cH:32][cH:33]3)[n:10]2)[cH:3][cH:4][cH:5]1. Product: COc1cc(COc2cc(Cn3cncn3)n(-c3ccccc3)n2)ccc1OCc1nc(-c2ccco2)oc1C. Reactants: CCCCP(CCCC)CCCC, CCOC(C)=O, O=C(N=NC(=O)N1CCCCC1)N1CCCCC1, C1CCOC1, c1nc[nH]n1, COc1cc(COc2cc(CO)n(-c3ccccc3)n2)ccc1OCc1nc(-c2ccco2)oc1C. The reactants are OCC(O)CO (glycerol), C([O-])([O-])=O.[Na+].[Na+] (sodium carbonate), C1(=CC=C(C=C1)S(=O)(=O)O)C (p-toluenesulfonic acid), C(C)(OC)([O-])[O-] (Methyl orthoacetate). The solvent is C(Cl)Cl (methylene chloride). Reaction conditions: time 18 hour. Product: OCC1OC(OC1)(C)OC (4-hydroxymethyl-2-methoxy-2-methyl-1,3-dioxolane). Yield: 97.0%. RXN SMILES: [OH:1][CH2:2][CH:3]([CH2:5][OH:6])[OH:4].C1(C)C=CC(S(O)(=O)=O)=CC=1.[C:18]([O-])([O-])([O:20][CH3:21])[CH3:19].C(=O)([O-])[O-].[Na+].[Na+]>C(Cl)Cl>[OH:1][CH2:2][CH:3]1[CH2:5][O:6][C:18]([O:20][CH3:21])([CH3:19])[O:4]1 |f:3.4.5|. Procedure: A 1-liter round-bottomed flask equipped with a pressure equalizing addition funnel was flushed with nitrogen and charged with 41.5 grams (451 mmol.) of glycerol, 750 ml. of methylene chloride and 100 mg. of p-toluenesulfonic acid. Methyl orthoacetate, 56.9 grams (473 mmol.), was added over 5 minutes at room temperature, with stirring; stirring was continued for 18 hours after which 1 gram of anhydrous sodium carbonate was added and the mixture was stirred for one additional hour and filtered. Th...